This data is from the Open Reaction Database (ORD), a public repository of structured organic reaction records. The task is: describe an organic reaction: reactants, conditions, products, and yield The reactants are Cl (HCl), ethyl 4-({4-[(4-fluorophenyl) (3,3,5,5-tetramethylcyclohexylidene) methyl]phenyl}oxy) butanoate, FC1=CC=C(C=C1)C(C1=CC=C(C=C1)OCCCC(=O)OCC)=C1CC(CC(C1)(C)C)(C)C (Ethyl 4-({4-[(4-fluorophenyl)(3,3,5,5-tetramethylcyclohexylidene) methyl]phenyl}oxy)butanoate), [OH-].[Na+] (NaOH). The solvent is C1CCOC1.CCO (THF EtOH). The product is FC1=CC=C(C=C1)C(C1=CC=C(C=C1)OCCCC(=O)O)=C1CC(CC(C1)(C)C)(C)C (4-({4-[(4-Fluorophenyl)(3,3,5,5-tetramethylcyclohexylidene)methyl]phenyl}oxy) butanoic acid). Yield: 84.1%. As a reaction SMILES: [F:1][C:2]1[CH:7]=[CH:6][C:5]([C:8](=[C:24]2[CH2:29][C:28]([CH3:31])([CH3:30])[CH2:27][C:26]([CH3:33])([CH3:32])[CH2:25]2)[C:9]2[CH:14]=[CH:13][C:12]([O:15][CH2:16][CH2:17][CH2:18][C:19]([O:21]CC)=[O:20])=[CH:11][CH:10]=2)=[CH:4][CH:3]=1.[OH-].[Na+].Cl>C1COCC1.CCO>[F:1][C:2]1[CH:7]=[CH:6][C:5]([C:8](=[C:24]2[CH2:29][C:28]([CH3:31])([CH3:30])[CH2:27][C:26]([CH3:33])([CH3:32])[CH2:25]2)[C:9]2[CH:14]=[CH:13][C:12]([O:15][CH2:16][CH2:17][CH2:18][C:19]([OH:21])=[O:20])=[CH:11][CH:10]=2)=[CH:4][CH:3]=1 |f:1.2,4.5|. Procedure: The hydrolysis procedure described for 11 (example 5, step 3) was used. A solution of ethyl 4-({4-[(4-fluorophenyl) (3,3,5,5-tetramethylcyclohexylidene) methyl]phenyl}oxy) butanoate) (12) (0.665 g, 1.47 mmol) in THF/EtOH (1:1, 10 mL) was treated with 1 N NaOH (5 mL, excess) at 70° C. for 1 h. The reaction mixture was cooled and poured into 20% aqueous HCl (40 mL). Standard work-up followed by purification afforded 0.525 g (84%) of the title compound 13 as a white foam. 1H NMR (300 MHz, DMSO-d6):... Reactants: IC=1C=C(C=CC1)C(C1=NC2=C(N1)C=CC=C2)OC2CCN(CC2)C (2-[(3-iodophenyl)(1-methylpiperidin-4-yloxy)methyl]-1H-benzimidazole), [H-].[Na+] (sodium hydride), BrCCOCC (1-Bromo-2-ethoxyethane), dioxalate. The solvent is C(C)#N (acetonitrile), CC(=O)C (acetone). Reaction conditions: temperature 60 celsius. Yields the product C(C)OCCN1C(=NC2=C1C=CC=C2)C(OC2CCN(CC2)C)C2=CC(=CC=C2)I (1-(2-ethoxyethyl)-2-[(3-iodophenyl)(1-methylpiperidin-4-yloxy)methyl]-1H-benzimidazole), dioxalate. Reaction SMILES: [I:1][C:2]1[CH:3]=[C:4]([CH:8]([O:18][CH:19]2[CH2:24][CH2:23][N:22]([CH3:25])[CH2:21][CH2:20]2)[C:9]2[NH:13][C:12]3[CH:14]=[CH:15][CH:16]=[CH:17][C:11]=3[N:10]=2)[CH:5]=[CH:6][CH:7]=1.[H-].[Na+].Br[CH2:29][CH2:30][O:31][CH2:32][CH3:33]>C(#N)C.CC(C)=O>[CH2:30]([O:31][CH2:32][CH2:33][N:10]1[C:11]2[CH:17]=[CH:16][CH:15]=[CH:14][C:12]=2[N:13]=[C:9]1[CH:8]([C:4]1[CH:5]=[CH:6][CH:7]=[C:2]([I:1])[CH:3]=1)[O:18][CH:19]1[CH2:24][CH2:23][N:22]([CH3:25])[CH2:21][CH2:20]1)[CH3:29] |f:1.2|. Procedure details: A solution of 2-[(3-iodophenyl)(1-methylpiperidin-4-yloxy)methyl]-1H-benzimidazole (example 51, 260 mg) in anhydrous acetonitrile (10 mL) is treated with 60% sodium hydride (47 mg) for 30 min at room temperature. 1-Bromo-2-ethoxyethane (84 μL) is then introduced. After warming at 60° C. for 8 h, dilution with water and extraction with diethylether, the organic phase is dried over magnesium sulfate and concentrated under reduced pressure. The residue is purified by chromatography over silica gel ... Reactants: C1(=CC=CC=C1)C=1N=C(SC1)C=O (4-phenyl-1,3-thiazole-2-carbaldehyde), NC=1C=C(COC2=CC=C(C=C2)CCC(=O)OC)C=CC1 (methyl 3-{4-[(3-aminobenzyl)oxy]phenyl}-propanoate), C(CC)=O (Propanal), C(C)(=O)O[BH-](OC(C)=O)OC(C)=O.[Na+] (sodium triacetoxyborohydride). Solvent: ClCCCl (1,2-dichloroethane), C(C)(=O)O (acetic acid), O (water). Conditions: time 1 hour. The product is C1(=CC=CC=C1)C=1N=C(SC1)CN(C=1C=C(COC2=CC=C(C=C2)CCC(=O)OC)C=CC1)CCC (methyl 3-[4-({3-[[(4-phenyl-1,3-thiazol-2-yl)methyl](propyl)amino]benzyl}oxy)phenyl]propanoate). Isolated yield 78.5%. As a reaction SMILES: [C:1]1([C:7]2[N:8]=[C:9]([CH:12]=O)[S:10][CH:11]=2)[CH:6]=[CH:5][CH:4]=[CH:3][CH:2]=1.[NH2:14][C:15]1[CH:16]=[C:17]([CH:32]=[CH:33][CH:34]=1)[CH2:18][O:19][C:20]1[CH:25]=[CH:24][C:23]([CH2:26][CH2:27][C:28]([O:30][CH3:31])=[O:29])=[CH:22][CH:21]=1.C(O[BH-](OC(=O)C)OC(=O)C)(=O)C.[Na+].[CH:49](=O)[CH2:50][CH3:51]>O.ClCCCl.C(O)(=O)C>[C:1]1([C:7]2[N:8]=[C:9]([CH2:12][N:14]([CH2:49][CH2:50][CH3:51])[C:15]3[CH:16]=[C:17]([CH:32]=[CH:33][CH:34]=3)[CH2:18][O:19][C:20]3[CH:21]=[CH:22][C:23]([CH2:26][CH2:27][C:28]([O:30][CH3:31])=[O:29])=[CH:24][CH:25]=3)[S:10][CH:11]=2)[CH:2]=[CH:3][CH:4]=[CH:5][CH:6]=1 |f:2.3|. Procedure details: To a mixture of 4-phenyl-1,3-thiazole-2-carbaldehyde (210 mg, 1.1 mmol), methyl 3-{4-[(3-aminobenzyl)oxy]phenyl}-propanoate (285 mg, 1.0 mmol), acetic acid (0.2 mL) and 1,2-dichloroethane (5 mL) was added sodium triacetoxyborohydride (0.6 g, 2.8 mmol) under ice-cooling, and the mixture was warmed to room temperature and stirred for 1 hr. Propanal (200 mg, 3.4 mmol) was added to the reaction mixture, and the mixture was further stirred at room temperature for 1 hr. The reaction mixture was poured... Reactants: CCCC1CC[SiH](Br)CC1, C1CCOC1, FC(F)(F)c1ccc(C2CC[SiH](Cl)CC2)cc1, [Mg]. Product: CCCC1CC[SiH]([SiH]2CCC(c3ccc(C(F)(F)F)cc3)CC2)CC1. As a reaction SMILES: [CH2:1]([CH2:2][CH3:3])[CH:4]1[CH2:5][CH2:6][SiH:7]([Br:10])[CH2:8][CH2:9]1.[CH2:29]1[O:30][CH2:31][CH2:32][CH2:33]1.[Cl:12][SiH:13]1[CH2:14][CH2:15][CH:16]([c:19]2[cH:20][cH:21][c:22]([C:25]([F:26])([F:27])[F:28])[cH:23][cH:24]2)[CH2:17][CH2:18]1.[Mg:11]>>[CH2:1]([CH2:2][CH3:3])[CH:4]1[CH2:5][CH2:6][SiH:7]([SiH:13]2[CH2:14][CH2:15][CH:16]([c:19]3[cH:20][cH:21][c:22]([C:25]([F:26])([F:27])[F:28])[cH:23][cH:24]3)[CH2:17][CH2:18]2)[CH2:8][CH2:9]1. The reactants are CC1=C(N=C(O1)C1=CC=CC=C1)CCOC1=CC=C(C=O)C=C1 (4-[2-(5-methyl-2-phenyl-4-oxazolyl)ethoxy]benzaldehyde), S1C(NC(C1)=O)=O (2,4-thiazolidinedione), N1CCCCC1 (piperidine). The solvent is C(C)O (ethanol). Product: CC1=C(N=C(O1)C1=CC=CC=C1)CCOC1=CC=C(C=C2C(NC(S2)=O)=O)C=C1 (5-{4-[2-(5-methyl-2-phenyl-4-oxazolyl)ethoxy]benzylidene}-2,4-thiazolidinedione). Isolated yield 77.1%. Reaction SMILES: [CH3:1][C:2]1[O:6][C:5]([C:7]2[CH:12]=[CH:11][CH:10]=[CH:9][CH:8]=2)=[N:4][C:3]=1[CH2:13][CH2:14][O:15][C:16]1[CH:23]=[CH:22][C:19]([CH:20]=O)=[CH:18][CH:17]=1.[S:24]1[CH2:28][C:27](=[O:29])[NH:26][C:25]1=[O:30].N1CCCCC1>C(O)C>[CH3:1][C:2]1[O:6][C:5]([C:7]2[CH:12]=[CH:11][CH:10]=[CH:9][CH:8]=2)=[N:4][C:3]=1[CH2:13][CH2:14][O:15][C:16]1[CH:23]=[CH:22][C:19]([CH:20]=[C:28]2[S:24][C:25](=[O:30])[NH:26][C:27]2=[O:29])=[CH:18][CH:17]=1. Reported procedure: A mixture of 4-[2-(5-methyl-2-phenyl-4-oxazolyl)ethoxy]benzaldehyde (5.0 g), 2,4-thiazolidinedione (3.8 g), piperidine (0.32 ml) and ethanol (100 ml) was stirred under reflux for 5 hours. After cooling, the crystals which separated out were collected by filtration to give 5-{4-[2-(5-methyl-2-phenyl-4-oxazolyl)ethoxy]benzylidene}-2,4-thiazolidinedione (5.1 g, 76.8%). Recrystallization from chloroform-ethanol afforded colorless needles, m.p. 213°-214° C. Elemental analysis for C22H18N2O4S, Calcd.:...